describe an organic reaction: reactants, conditions, products, and yield From a dataset of the Open Reaction Database (ORD), a public repository of structured organic reaction records. Reactants: CC(=O)O[BH-](OC(C)=O)OC(C)=O, O=C([O-])O, Clc1cnc(N2CCNCC2)c(Cl)c1, CC(Cl)Cl, [Na+], [Na+], O=CCCn1c(=O)[nH]c2ccccc2c1=O. Yields the product O=c1[nH]c2ccccc2c(=O)n1CCCN1CCN(c2ncc(Cl)cc2Cl)CC1. As a reaction SMILES: [C:31]([O:32][BH-:33]([O:34][C:35](=[O:36])[CH3:37])[O:38][C:39](=[O:40])[CH3:41])(=[O:42])[CH3:43].[C:49](=[O:50])([OH:51])[O-:52].[Cl:17][c:18]1[c:19]([N:25]2[CH2:26][CH2:27][NH:28][CH2:29][CH2:30]2)[n:20][cH:21][c:22]([Cl:24])[cH:23]1.[Cl:45][CH:46]([Cl:47])[CH3:48].[Na+:44].[Na+:53].[O:1]=[c:2]1[nH:3][c:4]2[cH:5][cH:6][cH:7][cH:8][c:9]2[c:10](=[O:16])[n:11]1[CH2:12][CH2:13][CH:14]=[O:15]>>[O:1]=[c:2]1[nH:3][c:4]2[cH:5][cH:6][cH:7][cH:8][c:9]2[c:10](=[O:16])[n:11]1[CH2:12][CH2:13][CH2:14][N:28]1[CH2:27][CH2:26][N:25]([c:19]2[c:18]([Cl:17])[cH:23][c:22]([Cl:24])[cH:21][n:20]2)[CH2:30][CH2:29]1. Starting materials: C=O (formaldehyde), [BH-](OC(=O)C)(OC(=O)C)OC(=O)C.[Na+] (NaBH(OAc)3), C(C)(C)(C)OC(=O)N1CCN(CC1)C(=O)C1NCCCC1 (4-(piperidine-2-carbonyl)piperazine-1-carboxylic acid tert-butyl ester). Run in ClCCCl (DCE), C(Cl)Cl (DCM). Reaction conditions: time 12 hour. The product is C(C)(C)(C)OC(=O)N1CCN(CC1)C(=O)C1N(CCCC1)C (4-(1-methylpiperidine-2-carbonyl)piperazine-1-carboxylic acid tert-butyl ester). As a reaction SMILES: C=O.[BH-](OC(C)=O)(OC(C)=O)O[C:5](C)=O.[Na+].[C:17]([O:21][C:22]([N:24]1[CH2:29][CH2:28][N:27]([C:30]([CH:32]2[CH2:37][CH2:36][CH2:35][CH2:34][NH:33]2)=[O:31])[CH2:26][CH2:25]1)=[O:23])([CH3:20])([CH3:19])[CH3:18]>ClCCCl.C(Cl)Cl>[C:17]([O:21][C:22]([N:24]1[CH2:29][CH2:28][N:27]([C:30]([CH:32]2[CH2:37][CH2:36][CH2:35][CH2:34][N:33]2[CH3:5])=[O:31])[CH2:26][CH2:25]1)=[O:23])([CH3:20])([CH3:18])[CH3:19] |f:1.2|. Procedure details: 0.54 ml of 37% aqueous formaldehyde and then 1.41 g of NaBH(OAc)3 are added to a solution of 0.99 g of the compound obtained in step 5.2, in 11 ml of DCE, and the medium is stirred at AT for 12 h. The medium is diluted in DCM and filtered through cotton wool. The organic phase is washed twice with a saturated NaHCO3 solution, and then with a saturated NaCl solution. After drying over MgSO4 and evaporation of the solvents, 0.84 g of the expected product is recovered. The reactants are BrC=1C=C(C=CC1)C=CC(C(C(F)(F)F)(F)F)=O (1-(3-bromo-phenyl)-4,4,5,5,5-pentafluoro-pent-1-en-3-one), Cl.FC1=C(C=CC(=C1)F)NN (2,4-difluorophenylhydrazine hydrochloride), Cl (hydrochloric acid). Run in C(C)O (ethanol). Conditions: temperature 100 celsius, time 8 hour. Yields the product BrC=1C=C(C=CC1)C1CC(=NN1C1=C(C=C(C=C1)F)F)C(C(F)(F)F)(F)F (5-(3-bromo-phenyl)-1-(2,4-difluoro-phenyl)-3-pentafluoroethyl-4,5-dihydro-1H-pyrazole). Yield: 95.3%. Reaction SMILES: [Br:1][C:2]1[CH:3]=[C:4]([CH:8]=[CH:9][C:10](=O)[C:11]([F:17])([F:16])[C:12]([F:15])([F:14])[F:13])[CH:5]=[CH:6][CH:7]=1.Cl.[F:20][C:21]1[CH:26]=[C:25]([F:27])[CH:24]=[CH:23][C:22]=1[NH:28][NH2:29].Cl>C(O)C>[Br:1][C:2]1[CH:3]=[C:4]([CH:8]2[N:28]([C:22]3[CH:23]=[CH:24][C:25]([F:27])=[CH:26][C:21]=3[F:20])[N:29]=[C:10]([C:11]([F:17])([F:16])[C:12]([F:15])([F:14])[F:13])[CH2:9]2)[CH:5]=[CH:6][CH:7]=1 |f:1.2|. Reported procedure: 1-(3-Bromo-phenyl)-4,4,5,5,5-pentafluoro-pent-1-en-3-one (1.8 g, 5.3 mmol) prepared in Step 1, 2,4-difluorophenylhydrazine hydrochloride (1.2 g, 6.4 mmol) and conc. hydrochloric acid (100.0 uL) were added to ethanol (15.0 mL). The reaction mixture was stirred at 100° C. for 8 hours, quenched with a saturated solution of sodium hydrogen carbonate, and then extracted with ethyl acetate three times. The combined extract was washed with brine, dried on anhydrous magnesium sulfate, and then concentra... The reactants are ClC1=NSC(=C1C#N)C1=C(C=C(C=C1)C)F (3-chloro-5-(2-fluoro-4-methylphenyl)-1,2-thiazole-4-carbonitrile), O([Na])C (NaOCH3). Run in CO (methanol). Run at temperature 75 celsius, time 3 hour. Product: FC1=C(C=CC(=C1)C)C1=C(C(=NS1)OC)C#N (5-(2-fluoro-4-methylphenyl)-3-methoxy-1,2-thiazole-4-carbonitrile). As a reaction SMILES: Cl[C:2]1[C:6]([C:7]#[N:8])=[C:5]([C:9]2[CH:14]=[CH:13][C:12]([CH3:15])=[CH:11][C:10]=2[F:16])[S:4][N:3]=1.[O:17]([CH3:19])[Na]>CO>[F:16][C:10]1[CH:11]=[C:12]([CH3:15])[CH:13]=[CH:14][C:9]=1[C:5]1[S:4][N:3]=[C:2]([O:17][CH3:19])[C:6]=1[C:7]#[N:8]. Procedure: Into a 250-mL round-bottom flask, was placed 3-chloro-5-(2-fluoro-4-methylphenyl)-1,2-thiazole-4-carbonitrile (2.0 g, 7.91 mmol, 1.00 equiv), methanol (100 mL), NaOCH3 (2.1 g, 38.87 mmol, 4.91 equiv). The resulting solution was stirred for 3 h at 75° C. The resulting mixture was concentrated under vacuum. The residue was applied onto a silica gel column with ethyl acetate/petroleum ether (1:5). This resulted in 1.5 g (76%) of 5-(2-fluoro-4-methylphenyl)-3-methoxy-1,2-thiazole-4-carbonitrile as a... Starting materials: Cl.FC1=CC=C(CC2CCNCC2)C=C1 (4-(4-fluorobenzyl)piperidine hydrochloride), C(C1=CC=CC=C1)OC=1C=C(OCCBr)C=CC1 (2-(3-benzyloxyphenoxy)ethyl bromide), C([O-])([O-])=O.[K+].[K+] (potassium carbonate), solid. RXN SMILES: [ClH:1].[F:2][C:3]1[CH:15]=[CH:14][C:6]([CH2:7][CH:8]2[CH2:13][CH2:12][NH:11][CH2:10][CH2:9]2)=[CH:5][CH:4]=1.[CH2:16]([O:23][C:24]1[CH:25]=[C:26]([CH:31]=[CH:32][CH:33]=1)[O:27]CCBr)[C:17]1C=CC=CC=1.C(=O)([O-])[O-].[K+].[K+]>>[ClH:1].[F:2][C:3]1[CH:4]=[CH:5][C:6]([CH2:7][CH:8]2[CH2:9][CH2:10][N:11]([CH2:17][CH2:16][O:23][C:24]3[CH:33]=[CH:32][CH:31]=[C:26]([OH:27])[CH:25]=3)[CH2:12][CH2:13]2)=[CH:14][CH:15]=1 |f:0.1,3.4.5,6.7|. Product: Cl.FC1=CC=C(CC2CCN(CC2)CCOC2=CC(=CC=C2)O)C=C1 (4-(4-Fluorobenzyl)-1-[2-(3-Hydroxyphenoxy)ethyl]piperidine hydrochloride). Procedure details: The title compound was prepared from 4-(4-fluorobenzyl)piperidine hydrochloride (298 mg, 1.30 mmol), 2-(3-benzyloxyphenoxy)ethyl bromide (399 mg, 1.3 mmol) and potassium carbonate (449 mg, 3.2 mmol) in two steps as white-off solid (250 mg): mp 145-147° C. 1H NMR (CD3OD) 1.529 (m, 2 H), 1.821 (d, J=12.9 Hz, 2 H), 2.551 (d, J=6.3 Hz, 2 H), 3.003 (m, 2 H), 3.468 (m, 2 H), 3.541 (m, 2 H), 4.243 (t, J=5.4 Hz, 2 H), 6.369-6.422 (m, 3 H), 6.924-7.034 (m, 3 H), 7.120-7.167 (m, 2 H). Yields the product COC(=O)C(Cc1ccc(NC(=O)c2c(Cl)cccc2Cl)cc1)NC(=O)c1c(C(C)C)cccc1C(C)C. Reactants: COC(=O)C(N)Cc1ccc(NC(=O)c2c(Cl)cccc2Cl)cc1, CC(C)c1cccc(C(C)C)c1C(=O)O. As a reaction SMILES: [CH3:1][O:2][C:3]([CH:4]([NH2:5])[CH2:6][c:7]1[cH:8][cH:9][c:10]([NH:13][C:14](=[O:15])[c:16]2[c:17]([Cl:23])[cH:18][cH:19][cH:20][c:21]2[Cl:22])[cH:11][cH:12]1)=[O:24].[CH3:25][CH:26]([CH3:27])[c:28]1[c:29]([C:30](=[O:31])[OH:32])[c:33]([CH:37]([CH3:38])[CH3:39])[cH:34][cH:35][cH:36]1>>[CH3:1][O:2][C:3]([CH:4]([NH:5][C:30]([c:29]1[c:28]([CH:26]([CH3:25])[CH3:27])[cH:36][cH:35][cH:34][c:33]1[CH:37]([CH3:38])[CH3:39])=[O:31])[CH2:6][c:7]1[cH:8][cH:9][c:10]([NH:13][C:14](=[O:15])[c:16]2[c:17]([Cl:23])[cH:18][cH:19][cH:20][c:21]2[Cl:22])[cH:11][cH:12]1)=[O:24]. RXN SMILES: [Cl:22][CH2:23][CH2:24][CH2:25][NH2:26].[ClH:21].[c:1]1([CH2:19][OH:20])[s:2][cH:3][c:4]2[c:10]1-[c:9]1[c:8]([cH:14][cH:13][cH:12][cH:11]1)[S:7][c:6]1[c:5]-2[cH:18][cH:17][cH:16][cH:15]1>>[c:1]1([CH2:19][O:20][CH2:23][CH2:24][CH2:25][NH2:26])[s:2][cH:3][c:4]2[c:10]1-[c:9]1[c:8]([cH:14][cH:13][cH:12][cH:11]1)[S:7][c:6]1[c:5]-2[cH:18][cH:17][cH:16][cH:15]1. The product is NCCCOCc1scc2c1-c1ccccc1Sc1ccccc1-2. Starting materials: NCCCCl, Cl, OCc1scc2c1-c1ccccc1Sc1ccccc1-2.